This data is from the Open Reaction Database (ORD), a public repository of structured organic reaction records. The task is: describe an organic reaction: reactants, conditions, products, and yield Starting materials: COC(=O)COc1ccc(-c2cccc3sc4ccccc4c23)cc1, CO, [K+], C1CCOC1, [OH-]. Product: O=C(O)COc1ccc(-c2cccc3sc4ccccc4c23)cc1. As a reaction SMILES: [CH3:1][O:2][C:3]([CH2:4][O:5][c:6]1[cH:7][cH:8][c:9](-[c:12]2[cH:13][cH:14][cH:15][c:16]3[s:17][c:18]4[c:19]([c:20]23)[cH:21][cH:22][cH:23][cH:24]4)[cH:10][cH:11]1)=[O:25].[CH3:33][OH:34].[K+:27].[O:28]1[CH2:29][CH2:30][CH2:31][CH2:32]1.[OH-:26]>>[O:2]=[C:3]([CH2:4][O:5][c:6]1[cH:7][cH:8][c:9](-[c:12]2[cH:13][cH:14][cH:15][c:16]3[s:17][c:18]4[c:19]([c:20]23)[cH:21][cH:22][cH:23][cH:24]4)[cH:10][cH:11]1)[OH:25].